This data is from the Open Reaction Database (ORD), a public repository of structured organic reaction records. The task is: describe an organic reaction: reactants, conditions, products, and yield The reactants are O=C([O-])O, CC1(O)C2=NCCCN2c2ccccc21, CC#N, CS(=O)(=O)O, [Na+], O, O=S(=O)(O)O. Yields the product CC(=O)NC1(C)C2=NCCCN2c2ccccc21. As a reaction SMILES: [C:22]([O-:23])(=[O:24])[OH:25].[CH3:1][C:2]1([OH:15])[C:3]2=[N:14][CH2:13][CH2:12][CH2:11][N:4]2[c:5]2[cH:6][cH:7][cH:8][cH:9][c:10]21.[CH3:27][C:28]#[N:29].[CH3:30][S:31](=[O:32])(=[O:33])[OH:34].[Na+:26].[OH2:21].[S:16](=[O:17])(=[O:18])([OH:19])[OH:20]>>[CH3:1][C:2]1([NH:29][C:28](=[O:23])[CH3:27])[C:3]2=[N:14][CH2:13][CH2:12][CH2:11][N:4]2[c:5]2[cH:6][cH:7][cH:8][cH:9][c:10]21. The reactants are BrB(Br)Br, COc1ccccc1-c1cc2c3c(c1)C1CNCCC1N3CCO2, ClCCl. Yields the product Oc1ccccc1-c1cc2c3c(c1)C1CNCCC1N3CCO2. Reaction SMILES: [B:25]([Br:26])([Br:27])[Br:28].[CH3:1][O:2][c:3]1[c:4](-[c:9]2[cH:10][c:11]3[c:15]4[c:16]([cH:17]2)[O:18][CH2:19][CH2:20][N:14]4[CH:13]2[CH:12]3[CH2:24][NH:23][CH2:22][CH2:21]2)[cH:5][cH:6][cH:7][cH:8]1.[Cl:29][CH2:30][Cl:31]>>[OH:2][c:3]1[c:4](-[c:9]2[cH:10][c:11]3[c:15]4[c:16]([cH:17]2)[O:18][CH2:19][CH2:20][N:14]4[CH:13]2[CH:12]3[CH2:24][NH:23][CH2:22][CH2:21]2)[cH:5][cH:6][cH:7][cH:8]1. Starting materials: C(C)C1=CC=NC=C1 (4-ethylpyridine), ClC1=C(CCBr)C=CC(=C1)Cl (2,4-dichlorophenethyl bromide). The product is ClC1=C(C=CC(=C1)Cl)CCC(C)C1=CC=NC=C1 (1-(2,4-dichlorophenyl)-3-(4-pyridyl)butane). Isolated yield 25.6%. Reaction SMILES: [CH2:1]([C:3]1[CH:8]=[CH:7][N:6]=[CH:5][CH:4]=1)[CH3:2].[Cl:9][C:10]1[CH:18]=[C:17]([Cl:19])[CH:16]=[CH:15][C:11]=1[CH2:12][CH2:13]Br>>[Cl:9][C:10]1[CH:18]=[C:17]([Cl:19])[CH:16]=[CH:15][C:11]=1[CH2:12][CH2:13][CH:1]([C:3]1[CH:8]=[CH:7][N:6]=[CH:5][CH:4]=1)[CH3:2]. Procedure: 1.0 g (9.35 mmol) of 4-ethylpyridine and 2.37 g (9.35 mmol) of 2,4-dichlorophenethyl bromide were reacted in the same manner as in Example 1. The reaction product was purified to obtain 0.67 g of the desired compound (yield: 25.6%). The resulting compound was identified as 1-(2,4-dichlorophenyl)-3-(4-pyridyl)-butane (hereinafter referred to as compound 9) by the following analytical results. The reactants are ClC1=CC(=NC2=CC(=CC=C12)OCC)Br (4-Chloro(bromo)-7-ethoxyquinoline), [SH-].[Na+] (sodium hydrosulfide). The solvent is CO (methanol). The product is C(C)OC1=CC=C2C(C=CNC2=C1)=S (7-Ethoxyquinoline-4(1H)-thione). Isolated yield 83.0%. Reaction SMILES: Cl[C:2]1[C:11]2[C:6](=[CH:7][C:8]([O:12][CH2:13][CH3:14])=[CH:9][CH:10]=2)[N:5]=[C:4](Br)[CH:3]=1.[SH-:16].[Na+]>CO>[CH2:13]([O:12][C:8]1[CH:7]=[C:6]2[C:11]([C:2](=[S:16])[CH:3]=[CH:4][NH:5]2)=[CH:10][CH:9]=1)[CH3:14] |f:1.2|. Procedure: 4-Chloro(bromo)-7-ethoxyquinoline (180 mg) and 70% sodium hydrosulfide (250 mg) were dissolved in methanol(50 ml) and refluxed for 15 hours. This reaction mixture was evaporated under reduced pressure and the residue was developed by silica gel column chromatography [Wako Gel™ C-200, mixed solution of methylene chloride with methanol (9 : 1)]. Fractions corresponding to yellow spots were collected and evaporated to obtain crude crystals. The obtained crude crystals were recrystallized from 40% a...